Dataset: the Open Reaction Database (ORD), a public repository of structured organic reaction records. Task: describe an organic reaction: reactants, conditions, products, and yield The reactants are N#Cc1ccnc(CO)c1, CS(C)=O, O=P(O)(O)O. Product: N#Cc1ccnc(C=O)c1. As a reaction SMILES: [C:1](#[N:2])[c:3]1[cH:4][c:5]([CH2:9][OH:10])[n:6][cH:7][cH:8]1.[CH3:16][S:17]([CH3:18])=[O:19].[P:11](=[O:12])([OH:13])([OH:14])[OH:15]>>[C:1](#[N:2])[c:3]1[cH:4][c:5]([CH:9]=[O:10])[n:6][cH:7][cH:8]1. The reactants are O=CC=1C=CC=CC1OC. Reagents/catalysts: N1=CC=CC2=CC=CC(N)=C12, O1B(OC(C)(C)C1(C)C)B2OC(C)(C)C(O2)(C)C, NC(C)(C)C, O1BOC(C)(C)C1(C)C, C[OH2+].C[OH2+].C1CC=CCCC=C1.C1CC=CCCC=C1.[Ir].[Ir]. Solvent: O1CCCC1. Conditions: temperature 90 celsius, time 12 hour. The product is O=CC=1C(OC)=CC=CC1B2OC(C)(C)C(O2)(C)C. Isolated yield 80.0%. Starting materials: CN(C(OC(C)(C)C)=O)C1CN(C1)C1=CC(=NC=C1)C (tert-Butyl methyl(1-(2-methylpyridin-4-yl)azetidin-3-yl)carbamate), C(C)(=O)Cl (acetyl chloride). Run in C(C)O (ethanol). Reaction conditions: temperature 40 celsius, time 2 hour. The product is Cl.Cl.CNC1CN(C1)C1=CC(=NC=C1)C (N-Methyl-1-(2-methylpyridin-4-yl)azetidin-3-amine dihydrochloride). Isolated yield 99.0%. RXN SMILES: [CH3:1][N:2]([CH:10]1[CH2:13][N:12]([C:14]2[CH:19]=[CH:18][N:17]=[C:16]([CH3:20])[CH:15]=2)[CH2:11]1)C(=O)OC(C)(C)C.C([Cl:24])(=O)C>C(O)C>[ClH:24].[ClH:24].[CH3:1][NH:2][CH:10]1[CH2:11][N:12]([C:14]2[CH:19]=[CH:18][N:17]=[C:16]([CH3:20])[CH:15]=2)[CH2:13]1 |f:3.4.5|. Procedure: tert-Butyl methyl(1-(2-methylpyridin-4-yl)azetidin-3-yl)carbamate (1.37 mmol, 1 eq) was dissolved in ethanol (5 ml), and acetyl chloride (6.85 mmol, 5.0 eq) was added while cooling with ice. The reaction mixture was then stirred for 2 hours at 40° C. The solvent was removed in vacuo and the residue was dried. Yield: 99% The reactants are CC(=O)Nc1c(C(C)=O)c(=O)n(C)c2nc(-c3ccc(Cl)cc3Cl)c(-c3ccc(Cl)cc3)cc12, CC(=O)O[BH-](OC(C)=O)OC(C)=O, NCc1ccccc1, CC(=O)O, ClCCl, [Na+]. The product is CC1=Nc2c(c(=O)n(C)c3nc(-c4ccc(Cl)cc4Cl)c(-c4ccc(Cl)cc4)cc23)C(C)N1Cc1ccccc1. As a reaction SMILES: [C:1]([CH3:2])([c:4]1[c:5](=[O:34])[n:6]([CH3:33])[c:7]2[n:8][c:9](-[c:25]3[c:26]([Cl:32])[cH:27][c:28]([Cl:31])[cH:29][cH:30]3)[c:10](-[c:18]3[cH:19][cH:20][c:21]([Cl:24])[cH:22][cH:23]3)[cH:11][c:12]2[c:13]1[NH:14][C:15](=[O:3])[CH3:16])=[O:17].[C:43]([O:44][BH-:45]([O:46][C:47](=[O:48])[CH3:49])[O:50][C:51](=[O:52])[CH3:53])(=[O:54])[CH3:55].[CH2:35]([c:36]1[cH:37][cH:38][cH:39][cH:40][cH:41]1)[NH2:42].[CH3:57][C:58](=[O:59])[OH:60].[Cl:61][CH2:62][Cl:63].[Na+:56]>>[CH:1]1([CH3:2])[c:4]2[c:5](=[O:34])[n:6]([CH3:33])[c:7]3[n:8][c:9](-[c:25]4[c:26]([Cl:32])[cH:27][c:28]([Cl:31])[cH:29][cH:30]4)[c:10](-[c:18]4[cH:19][cH:20][c:21]([Cl:24])[cH:22][cH:23]4)[cH:11][c:12]3[c:13]2[N:14]=[C:15]([CH3:16])[N:42]1[CH2:35][c:36]1[cH:37][cH:38][cH:39][cH:40][cH:41]1. Starting materials: C1(=CC=CC=C1)C(C(=O)O)=C (2-phenylacrylic acid), FC1=CC2=C(C(=NO2)C2CCNCC2)C=C1 (4-(6-fluoro-1,2-benzisoxazol-3-yl)piperidine). Run in C(C)(C)O (isopropanol). Yields the product FC1=CC2=C(C(=NO2)C2CCN(CC2)C(C(=O)O)(C)C2=CC=CC=C2)C=C1 (4-(6-fluoro-1,2-benzisoxazol-3-yl)piperidino-2-phenylpropanoic acid). As a reaction SMILES: [C:1]1([C:7](=[CH2:11])[C:8]([OH:10])=[O:9])[CH:6]=[CH:5][CH:4]=[CH:3][CH:2]=1.[F:12][C:13]1[CH:27]=[CH:26][C:16]2[C:17]([CH:20]3[CH2:25][CH2:24][NH:23][CH2:22][CH2:21]3)=[N:18][O:19][C:15]=2[CH:14]=1>C(O)(C)C>[F:12][C:13]1[CH:27]=[CH:26][C:16]2[C:17]([CH:20]3[CH2:21][CH2:22][N:23]([C:7]([C:1]4[CH:6]=[CH:5][CH:4]=[CH:3][CH:2]=4)([CH3:11])[C:8]([OH:10])=[O:9])[CH2:24][CH2:25]3)=[N:18][O:19][C:15]=2[CH:14]=1. Reported procedure: 2-phenylacrylic acid (1.8 g, 12 mmol) and 4-(6-fluoro-1,2-benzisoxazol-3-yl)piperidine (2.4 g, 11 mmol) in 100 ml dry isopropanol was refluxed for 3 h. The mixture was concentrated in vacuo and taken up in water whereupon NaHCO3 was added until pH 8-9. The formed crystals were isolated, washed with ethyl acetate and dried to give 2.0 g 3-(4-(6-fluoro-1,2-benzisoxazol-3-yl)piperidino-2-phenylpropanoic acid. M.p. 194°-200° C. Starting materials: ClC=1C=C(C=CC1)C1=CC(=NC2=CC=C(C=C12)C(O)(C=1N(C=NC1)C)C=1C=NC(=CC1)Cl)OC ([4-(3-chloro-phenyl)-2-methoxy-quinolin-6-yl]-(6-chloro-pyridin-3-yl)-(3-methy-3H -imidazol-4-yl)-methanol), S(=O)(Cl)Cl (thionyl chloride), C1(=CC=CC=C1)C (toluene), COC1=CC=C(CN)C=C1 (p-methoxybenzylamine). The solvent is C1CCOC1 (THF). Reaction conditions: temperature 85 celsius, time 3 hour. Yields the product ClC=1C=C(C=CC1)C=1C(NC2=CC=C(C=C2C1)C(C=1N(C=NC1)C)(NCC1=CC=C(C=C1)OC)C=1C=NC(=CC1)Cl)=O (3-(3-Chloro-phenyl)-6-[(6-chloro-pyridin-3-yl)-(4-methoxy-benzylamino)-(3-methyl-3H-imidazol-4-yl)-methyl]-1H-quinolin-2-one). Isolated yield 52.0%. RXN SMILES: ClC1C=C([C:8]2[C:17]3[C:12](=[CH:13][CH:14]=[C:15]([C:18]([C:26]4[CH:27]=[N:28][C:29]([Cl:32])=[CH:30][CH:31]=4)([C:20]4[N:21]([CH3:25])[CH:22]=[N:23][CH:24]=4)O)[CH:16]=3)[N:11]=[C:10]([O:33]C)[CH:9]=2)C=CC=1.S(Cl)([Cl:37])=O.[CH3:39][O:40][C:41]1[CH:48]=[CH:47][C:44]([CH2:45][NH2:46])=[CH:43][CH:42]=1.[C:49]1(C)[CH:54]=[CH:53][CH:52]=[CH:51][CH:50]=1>C1COCC1>[Cl:37][C:49]1[CH:50]=[C:51]([C:9]2[C:10](=[O:33])[NH:11][C:12]3[C:17]([CH:8]=2)=[CH:16][C:15]([C:18]([C:26]2[CH:27]=[N:28][C:29]([Cl:32])=[CH:30][CH:31]=2)([NH:46][CH2:45][C:44]2[CH:47]=[CH:48][C:41]([O:40][CH3:39])=[CH:42][CH:43]=2)[C:20]2[N:21]([CH3:25])[CH:22]=[N:23][CH:24]=2)=[CH:14][CH:13]=3)[CH:52]=[CH:53][CH:54]=1. Procedure: To [4-(3-chloro-phenyl)-2-methoxy-quinolin-6-yl]-(6-chloro-pyridin-3-yl)-(3-methy-3H -imidazol-4-yl)-methanol (1.08 g, 2.21 mmol) in toluene (8.5 ml) under an atmosphere of dry N2 was added thionyl chloride (1.61 ml, 22.06 mmol) dropwise. The reaction mixture was heated at 85° C. for 15 hours. Solvent and the excess thionyl chloride were removed under reduced pressure. The crude chloride was taken up in toluene and concentrated under vacuum. The resulting solid was dissolved in THF (10 ml) and t...